From a dataset of the Open Reaction Database (ORD), a public repository of structured organic reaction records. describe an organic reaction: reactants, conditions, products, and yield Reactants: COCCN(C)CCCN, COCCOC, [O-][n+]1nc(Cl)nc2cc3c(cc21)CCC3. Product: COCCN(C)CCCNc1nc2cc3c(cc2[n+]([O-])n1)CCC3. Reaction SMILES: [CH3:16][O:17][CH2:18][CH2:19][N:20]([CH2:21][CH2:22][CH2:23][NH2:24])[CH3:25].[CH3:26][O:27][CH2:28][CH2:29][O:30][CH3:31].[Cl:1][c:2]1[n:3][n+:4]([O-:15])[c:5]2[c:6]([n:7]1)[cH:8][c:9]1[c:13]([cH:14]2)[CH2:12][CH2:11][CH2:10]1>>[c:2]1([NH:24][CH2:23][CH2:22][CH2:21][N:20]([CH2:19][CH2:18][O:17][CH3:16])[CH3:25])[n:3][n+:4]([O-:15])[c:5]2[c:6]([n:7]1)[cH:8][c:9]1[c:13]([cH:14]2)[CH2:12][CH2:11][CH2:10]1. Reactants: OC1=CC(N(C(=C1)C)C=1C=C(C(=O)OC)C=CC1)=O (Methyl 3-(4-hydroxy-6-methyl-2-oxopyridin-1(2H)-yl)benzoate), C(=O)([O-])[O-].[K+].[K+] (K2CO3), FC1=C(CBr)C=CC(=C1)F (2,4-Difluorobenzyl bromide). Solvent: O (H2O), CN(C=O)C (N,N-dimethylformamide). Conditions: time 48 hour. Yields the product FC1=C(COC2=CC(N(C(=C2)C)C=2C=C(C(=O)OC)C=CC2)=O)C=CC(=C1)F (methyl 3-[4-[(2,4-difluorobenzyl)oxy]-6-methyl-2-oxopyridin-1(2H)-yl]benzoate). Isolated yield 11.0%. RXN SMILES: [OH:1][C:2]1[CH:7]=[C:6]([CH3:8])[N:5]([C:9]2[CH:10]=[C:11]([CH:16]=[CH:17][CH:18]=2)[C:12]([O:14][CH3:15])=[O:13])[C:4](=[O:19])[CH:3]=1.C([O-])([O-])=O.[K+].[K+].[F:26][C:27]1[CH:34]=[C:33]([F:35])[CH:32]=[CH:31][C:28]=1[CH2:29]Br>CN(C)C=O.O>[F:26][C:27]1[CH:34]=[C:33]([F:35])[CH:32]=[CH:31][C:28]=1[CH2:29][O:1][C:2]1[CH:7]=[C:6]([CH3:8])[N:5]([C:9]2[CH:10]=[C:11]([CH:16]=[CH:17][CH:18]=2)[C:12]([O:14][CH3:15])=[O:13])[C:4](=[O:19])[CH:3]=1 |f:1.2.3|. Procedure: Methyl 3-(4-hydroxy-6-methyl-2-oxopyridin-1(2H)-yl)benzoate from step 1) (24.00 g, 92.57 mmol) and K2CO3 (15.35 g, 111.08 mmol) were dissolved in N,N-dimethylformamide (220 mL). 2,4-Difluorobenzyl bromide (20.12 g, 97.20 mmol) was then added and the reaction mixture stirred for 48 hours at room temperature. The reaction mixture was diluted with H2O (1 L) and the precipitate collected by filtration to afford a white solid (4.08 g, 11%). The resulting oil was purified by chromatography (silica gel... Starting materials: CC(=O)[O-], CCO, COC(=O)c1ccc(C=O)cc1, Cl, NO, [Na+], O. The product is COC(=O)c1ccc(C=NO)cc1. RXN SMILES: [CH3:17][C:18](=[O:19])[O-:20].[CH3:22][CH2:23][OH:24].[CH:1](=[O:2])[c:3]1[cH:4][cH:5][c:6]([C:7](=[O:8])[O:9][CH3:10])[cH:11][cH:12]1.[ClH:13].[NH2:14][OH:15].[Na+:16].[OH2:21]>>[CH:1]([c:3]1[cH:4][cH:5][c:6]([C:7](=[O:8])[O:9][CH3:10])[cH:11][cH:12]1)=[N:14][OH:15]. Starting materials: CCOC(=O)c1cnn2c1OCCC2, CCO, [Li+], C1CCOC1, [OH-], O. Product: O=C(O)c1cnn2c1OCCC2. As a reaction SMILES: [CH2:1]([CH3:2])[O:3][C:4](=[O:5])[c:6]1[cH:7][n:8][n:9]2[c:10]1[O:11][CH2:12][CH2:13][CH2:14]2.[CH3:21][CH2:22][OH:23].[Li+:24].[O:16]1[CH2:17][CH2:18][CH2:19][CH2:20]1.[OH-:25].[OH2:15]>>[O:3]=[C:4]([OH:5])[c:6]1[cH:7][n:8][n:9]2[c:10]1[O:11][CH2:12][CH2:13][CH2:14]2. Starting materials: C1(=CC=CC=C1)C(C(=O)Cl)C1=CC=CC=C1 (diphenylacetyl chloride), NCCCN1CCC(CC1)C=1C=C(C=CC1)NC(CCC)=O (N-{3-[1-(3-amino propyl)-4-piperidinyl]phenyl}butanamide). Product: C1(=CC=CC=C1)C(C(=O)NCCCN1CCC(CC1)C=1C=C(C=CC1)NC(CCC)=O)C1=CC=CC=C1 (N-[3-(1-{3-[(2,2-DIPHENYLACETYL)AMINO]PROPYL}-4-PIPERIDINYL)PHENYL]BUTANAMIDE). As a reaction SMILES: [C:1]1([CH:7]([C:11]2[CH:16]=[CH:15][CH:14]=[CH:13][CH:12]=2)[C:8](Cl)=[O:9])[CH:6]=[CH:5][CH:4]=[CH:3][CH:2]=1.[NH2:17][CH2:18][CH2:19][CH2:20][N:21]1[CH2:26][CH2:25][CH:24]([C:27]2[CH:28]=[C:29]([NH:33][C:34](=[O:38])[CH2:35][CH2:36][CH3:37])[CH:30]=[CH:31][CH:32]=2)[CH2:23][CH2:22]1>>[C:1]1([CH:7]([C:11]2[CH:16]=[CH:15][CH:14]=[CH:13][CH:12]=2)[C:8]([NH:17][CH2:18][CH2:19][CH2:20][N:21]2[CH2:26][CH2:25][CH:24]([C:27]3[CH:28]=[C:29]([NH:33][C:34](=[O:38])[CH2:35][CH2:36][CH3:37])[CH:30]=[CH:31][CH:32]=3)[CH2:23][CH2:22]2)=[O:9])[CH:6]=[CH:5][CH:4]=[CH:3][CH:2]=1. Procedure: Example 5 was prepared from diphenylacetyl chloride and N-{3-[1-(3-amino propyl)-4-piperidinyl]phenyl}butanamide according to the procedures described in Scheme 8: 1H NMR (400 MHz, CDCl3) δ 7.49 (s, 1H), 7.35–7.23 (m, 12H), 7.20 (s, 1H), 6.95 (d, 2H, J=7.6 Hz), 4.90 (s, 1H), 3.41 (dd, 2H, J=5.6, 11.6 Hz), 2.94 (d, 2H, J=11.6 Hz), 2.48 (m, 1H), 2.40 (t, 2H, J=6.4 Hz), 2.34 (t, 2H, J=7.2 Hz), 1.98 (t, 2H, J=11.2 Hz), 1.82–1.60 (m, 8H), 1.02 (t, 3H, J=7.2 Hz); ESMS m/e: 498.3 (M+H)+. Starting materials: CN1N=CC(=C1)C=1C=CC(N(N1)CC1=CC(=CC=C1)C1=NC=C(C=N1)OCCN1CCOCC1)=O (6-(1-methyl-1H-pyrazol-4-yl)-2-{3-[5-(2-morpholin-4-yl-ethoxy)-pyrimidin-2-yl]-benzyl}-2H-pyridazin-3-one), P(O)(O)(O)=O (phosphoric acid). Solvent: O (DI water). Conditions: temperature 62 celsius, time 30 minute. Product: P(=O)(O)(O)O.CN1N=CC(=C1)C=1C=CC(N(N1)CC1=CC(=CC=C1)C1=NC=C(C=N1)OCCN1CCOCC1)=O (6-(1-methyl-1H-pyrazol-4-yl)-2-{3-[5-(2-morpholin-4-yl-ethoxy)-pyrimidin-2-yl]-benzyl}-2H-pyridazin-3-one Dihydrogenphosphate). As a reaction SMILES: [CH3:1][N:2]1[CH:6]=[C:5]([C:7]2[CH:8]=[CH:9][C:10](=[O:35])[N:11]([CH2:13][C:14]3[CH:19]=[CH:18][CH:17]=[C:16]([C:20]4[N:25]=[CH:24][C:23]([O:26][CH2:27][CH2:28][N:29]5[CH2:34][CH2:33][O:32][CH2:31][CH2:30]5)=[CH:22][N:21]=4)[CH:15]=3)[N:12]=2)[CH:4]=[N:3]1.[P:36](=[O:40])([OH:39])([OH:38])[OH:37]>O>[P:36]([OH:40])([OH:39])([OH:38])=[O:37].[CH3:1][N:2]1[CH:6]=[C:5]([C:7]2[CH:8]=[CH:9][C:10](=[O:35])[N:11]([CH2:13][C:14]3[CH:19]=[CH:18][CH:17]=[C:16]([C:20]4[N:25]=[CH:24][C:23]([O:26][CH2:27][CH2:28][N:29]5[CH2:30][CH2:31][O:32][CH2:33][CH2:34]5)=[CH:22][N:21]=4)[CH:15]=3)[N:12]=2)[CH:4]=[N:3]1 |f:3.4|. Procedure: Approx. 15.2 kg of 6-(1-methyl-1H-pyrazol-4-yl)-2-{3-[5-(2-morpholin-4-yl-ethoxy)-pyrimidin-2-yl]-benzyl}-2H-pyridazin-3-one (free base) were dispersed in approx. 31 kg DI water at T<30° C. After addition of approx. 5.5 kg aqueous phosphoric acid solution (85%), the solution was slurried for 30 minutes, and subsequently filtered. The resulting filtrate was diluted at 25° C. with approx. 55.8 kg acetone, resulting in a dispersion. The dispersion was heated to 62° C., resulting in a clear solution... Reactants: C(C(=O)Cl)(=O)Cl (oxalylchloride), ClC1=NC=C(C2=C1C=CN2C)C(=O)O (4-chloro-1-methyl-1H-pyrrolo[3,2-c]pyridine-7-carboxylic acid). The reagents and catalysts are CN(C)C=O (DMF). The solvent is C(Cl)Cl (DCM), C(Cl)Cl (DCM). Run at temperature 0 celsius, time 90 minute. Yields the product ClC1=NC=C(C2=C1C=CN2C)C(=O)N2CCCCC2 (4-Chloro-1-methyl-7-(1-piperidinylcarbonyl)-1H-pyrrolo[3,2-c]pyridine). Reaction SMILES: [C:1](Cl)(=O)[C:2](Cl)=O.[Cl:7][C:8]1[C:13]2[CH:14]=[CH:15][N:16]([CH3:17])[C:12]=2[C:11]([C:18]([OH:20])=O)=[CH:10][N:9]=1>C(Cl)Cl.CN(C=O)C>[Cl:7][C:8]1[C:13]2[CH:14]=[CH:15][N:16]([CH3:17])[C:12]=2[C:11]([C:18]([N:9]2[CH2:2][CH2:1][CH2:12][CH2:13][CH2:8]2)=[O:20])=[CH:10][N:9]=1. Procedure: A solution of oxalylchloride (3.43 ml) in DCM (40 ml) was cooled to 0° C. and 4-chloro-1-methyl-1H-pyrrolo[3,2-c]pyridine-7-carboxylic acid (3.75 g) was added portionwise followed by the addition of DMF (4 drops). The reaction mixture was stirred at 0° C. for 90 min, DCM (5 ml) was added and stirring continued for a further 30 min. The reaction mixture was evaporated and the residue dissolved in dichloromethane (20 ml) and dimethylformamide (10 ml). N-ethylmorpholine (9.09 ml) followed by piperi...